Dataset: the Open Reaction Database (ORD), a public repository of structured organic reaction records. Task: describe an organic reaction: reactants, conditions, products, and yield The reactants are ClCCl, CC(C)(C)OC(=O)NC1CCN(Cc2cccc3ncnc(Nc4ccc5c(cnn5Cc5cccc(F)c5)c4)c23)CC1, O=C(O)C(F)(F)F. Product: NC1CCN(Cc2cccc3ncnc(Nc4ccc5c(cnn5Cc5cccc(F)c5)c4)c23)CC1. Reaction SMILES: [Cl:51][CH2:52][Cl:53].[F:1][c:2]1[cH:3][c:4]([CH2:5][n:6]2[n:7][cH:8][c:9]3[cH:10][c:11]([NH:15][c:16]4[n:17][cH:18][n:19][c:20]5[cH:21][cH:22][cH:23][c:24]([CH2:26][N:27]6[CH2:28][CH2:29][CH:30]([NH:33][C:34](=[O:35])[O:36][C:37]([CH3:38])([CH3:39])[CH3:40])[CH2:31][CH2:32]6)[c:25]45)[cH:12][cH:13][c:14]23)[cH:41][cH:42][cH:43]1.[F:44][C:45]([F:46])([F:47])[C:48]([OH:49])=[O:50]>>[F:1][c:2]1[cH:3][c:4]([CH2:5][n:6]2[n:7][cH:8][c:9]3[cH:10][c:11]([NH:15][c:16]4[n:17][cH:18][n:19][c:20]5[cH:21][cH:22][cH:23][c:24]([CH2:26][N:27]6[CH2:28][CH2:29][CH:30]([NH2:33])[CH2:31][CH2:32]6)[c:25]45)[cH:12][cH:13][c:14]23)[cH:41][cH:42][cH:43]1.